From a dataset of the Open Reaction Database (ORD), a public repository of structured organic reaction records. describe an organic reaction: reactants, conditions, products, and yield Starting materials: N (ammonia), [N+](=O)([O-])C (nitromethane), CC(=O)OCC1=C(N2[C@@H]([C@@H](C2=O)N)SC1)C(=O)O (7-ACA), complex, B(F)(F)F (boron trifluoride). Reagents/catalysts: [Cl-].[Zn+2].[Cl-] (zinc chloride). Solvent: CO (methanol), O (water), CO (methanol). Reaction conditions: temperature 60 celsius. Yields the product desired product, NC1[C@@H]2N(C(=C(CS2)COC)C(=O)O)C1=O (7-amino-3-methoxymethyl-3-cephem-4-carboxylic acid). RXN SMILES: [N+](C)([O-])=O.C[C:6]([O:8][CH2:9][C:10]1[CH2:19][S:18][C@@H:13]2[C@H:14]([NH2:17])[C:15](=[O:16])[N:12]2[C:11]=1[C:20]([OH:22])=[O:21])=O.B(F)(F)F.N>[Cl-].[Zn+2].[Cl-].CO.O>[NH2:17][CH:14]1[C:15](=[O:16])[N:12]2[C:11]([C:20]([OH:22])=[O:21])=[C:10]([CH2:9][O:8][CH3:6])[CH2:19][S:18][C@H:13]12 |f:4.5.6|. Procedure: To 10 ml of nitromethane were added 3.0 g of 7-ACA, 10.0 g of zinc chloride and 3.9 g of a complex of boron trifluoride with methanol (boron trifluoride content: 51%). The mixture was heated at 60° C. for 20 min to advance a reaction. After completion of the reaction, the reaction mixture was cooled to 5° C. To the reaction mixture were added 30 ml of water and 5 ml of methanol. Then, the mixture was adjusted to pH 8.0 with 28% aqueous ammonia at a temperature of -5° C. The resulting precipitate... The reactants are CC(=O)OCC1CCC(OC(C)c2cc(C(F)(F)F)cc(C(F)(F)F)c2)C(c2ccc(F)cc2)C1CNCc1ccccc1, CCO. Product: CC(=O)OCC1CCC(OC(C)c2cc(C(F)(F)F)cc(C(F)(F)F)c2)C(c2ccc(F)cc2)C1CN. Reaction SMILES: [C:1]([CH3:2])(=[O:3])[O:4][CH2:5][CH:6]1[CH:7]([CH2:36][NH:37][CH2:38][c:39]2[cH:40][cH:41][cH:42][cH:43][cH:44]2)[CH:8]([c:29]2[cH:30][cH:31][c:32]([F:35])[cH:33][cH:34]2)[CH:9]([O:12][CH:13]([CH3:14])[c:15]2[cH:16][c:17]([C:25]([F:26])([F:27])[F:28])[cH:18][c:19]([C:21]([F:22])([F:23])[F:24])[cH:20]2)[CH2:10][CH2:11]1.[CH3:45][CH2:46][OH:47]>>[C:1]([CH3:2])(=[O:3])[O:4][CH2:5][CH:6]1[CH:7]([CH2:36][NH2:37])[CH:8]([c:29]2[cH:30][cH:31][c:32]([F:35])[cH:33][cH:34]2)[CH:9]([O:12][CH:13]([CH3:14])[c:15]2[cH:16][c:17]([C:25]([F:26])([F:27])[F:28])[cH:18][c:19]([C:21]([F:22])([F:23])[F:24])[cH:20]2)[CH2:10][CH2:11]1. The reactants are O (water), O=C1C=2C=CN(C2CCC1)CC(C)O (4-oxo-4,5,6,7-tetrahydro-1-N-(β-hydroxypropyl)indole). The reagents and catalysts are [Pd] (palladium on carbon). Solvent: COCCOCCOC (diglyme), COCCOCCOC (diglyme). Product: OC1=C2C=CN(C2=CC=C1)CC(C)O (4-hydroxy-1-N-(β-hydroxypropyl)indole). Yield: 78.5%. Reaction SMILES: O.[O:2]=[C:3]1[CH2:11][CH2:10][CH2:9][C:8]2[N:7]([CH2:12][CH:13]([OH:15])[CH3:14])[CH:6]=[CH:5][C:4]1=2>[Pd].COCCOCCOC>[OH:2][C:3]1[CH:11]=[CH:10][CH:9]=[C:8]2[C:4]=1[CH:5]=[CH:6][N:7]2[CH2:12][CH:13]([OH:15])[CH3:14]. Procedure: 10 g of palladium on carbon at 5% by weight and containing 50% water were added to a solution of 19.3 g of 4-oxo-4,5,6,7-tetrahydro-1-N-(β-hydroxypropyl)indole, obtained in the preceding stage, in 300 cm3 of diglyme. The temperature of the reaction medium was raised to the reflux temperature of diglyme for 5 hours, after removing the water by azeotropy. The catalyst was then filtered off on celite and then the diglyme was evaporated off. 17 g of crude product were obtained. After chromatography ... Reactants: [OH-].OP(=O)(OC(C)[N+](C)(C)C)OCC1OCC(C1)SC1=C(N2C(C(C2C1C)C(C)O)=O)C(=O)OCC1=CC=C(C=C1)[N+](=O)[O-] ([Hydroxy[[4-[[6-(1-hydroxyethyl)-4-methyl-2-[[(4-nitrophenyl)methoxy]carbonyl]-7-oxo-1-azabicyclo-[3.2.0]hept-2-en-3-yl]thio]tetrahydro-2-furanyl]-methoxy]phosphinyl]oxy-N,N,N-trimethylethanaminium hydroxide), C([O-])(O)=O.[Na+] (sodium bicarbonate), O (water). The reagents and catalysts are [Pd] (palladium/carbon). Run in O1CCOCC1 (dioxane). The product is [OH-].C(=O)(O)C=1N2C(C(C2C(C1SC1CC(OC1)COP(=O)(OC(C)[N+](C)(C)C)O)C)C(C)O)=O ([[[(4-[[2-carboxy-6-(1-hydroxyethyl)-4-methyl-7-oxo-1-azabicyclo[3.2.0]hept-2-en-3-yl]thio]tetrahydro-2-furanyl]methoxy]hydroxyphosphinyl]oxy]-N,N,N-trimethylethanaminium hydroxide). RXN SMILES: [OH-].[OH:2][P:3]([O:12][CH2:13][CH:14]1[CH2:18][CH:17]([S:19][C:20]2[CH:26]([CH3:27])[CH:25]3[N:22]([C:23](=[O:31])[CH:24]3[CH:28]([OH:30])[CH3:29])[C:21]=2[C:32]([O:34]CC2C=CC([N+]([O-])=O)=CC=2)=[O:33])[CH2:16][O:15]1)([O:5][CH:6]([N+:8]([CH3:11])([CH3:10])[CH3:9])[CH3:7])=[O:4].C(=O)(O)[O-].[Na+].O>[Pd].O1CCOCC1>[OH-:2].[C:32]([C:21]1[N:22]2[CH:25]([CH:26]([CH3:27])[C:20]=1[S:19][CH:17]1[CH2:16][O:15][CH:14]([CH2:13][O:12][P:3]([OH:4])([O:5][CH:6]([N+:8]([CH3:9])([CH3:10])[CH3:11])[CH3:7])=[O:2])[CH2:18]1)[CH:24]([CH:28]([OH:30])[CH3:29])[C:23]2=[O:31])([OH:34])=[O:33] |f:0.1,2.3,7.8|. Procedure: The title compound is prepared by the procedure of Example 18 using 0.387 gof product from Example 91, 0.046 g of sodium bicarbonate, 4 ml of water, 19 ml of dioxane, and 0.050 g of 10% palladium/carbon to give 0.031 g of the desired product. Reactants: C1(=CC=CC=C1)S(=O)(=O)C(C#N)C1CC(CCC1)=O (benzenesulfonyl-(3-oxo-cyclohexyl)-acetonitrile), [H-].[Na+] (NaH), CI (methyliodide). Solvent: CN(C)C=O (DMF). Run at time 2 hour. The product is C1(=CC=CC=C1)S(=O)(=O)C(C#N)(C)C1CC(CCC1)=O (2-benzenesulfonyl-2-(3-oxo-cyclohexyl)-propionitrile). Yield: 98.1%. RXN SMILES: [C:1]1([S:7]([CH:10]([CH:13]2[CH2:18][CH2:17][CH2:16][C:15](=[O:19])[CH2:14]2)[C:11]#[N:12])(=[O:9])=[O:8])[CH:6]=[CH:5][CH:4]=[CH:3][CH:2]=1.[H-].[Na+].[CH3:22]I>CN(C=O)C>[C:1]1([S:7]([C:10]([CH:13]2[CH2:18][CH2:17][CH2:16][C:15](=[O:19])[CH2:14]2)([CH3:22])[C:11]#[N:12])(=[O:9])=[O:8])[CH:2]=[CH:3][CH:4]=[CH:5][CH:6]=1 |f:1.2|. Procedure: 4.0 g (0.014 mol) of benzenesulfonyl-(3-oxo-cyclohexyl)-acetonitrile in 40 mL of DMF were treated with 0.69 g (0.016 mol, 1.1 eq) of NaH (55% in oil) portionwise within 30 min at 0° C. 3.07 g (0.022 mol, 1.5 eq) of methyliodide were added, and the ice bath was removed. After 2 hours, the reaction mixture was poured into water and extracted with EtOAc. The combined organic phases were dried over Na2SO4, filtered and evaporated. Column chromatography over silica gel with AcOEt/heptane 1:1 afforded... Reactants: C(=O)(Cl)Cl (phosgene), Cl.Cl.Cl.NC1=C(C=C(C=C1N)C)OCC(CNC(C)(C)C)O (2,3-diamino-1-(2-hydroxy-3-tert.-butylaminopropoxy)-5-methylbenzene trihydrochloride), Cl.OC(COC1=CC(=CC=2NC(NC21)=O)C)CNC(C)(C)C (4-(2-hydroxy-3-tert.-butylaminopropoxy)-6-methyl-2-benzimidazolinone hydrochloride). Solvent: O (water). Product: OC(COC1=CC(=CC=2NC(NC21)=O)C)CNC(C)(C)C (4-(2- Hydroxy-3-tert.-butylaminopropoxy)-6-methyl-2-benzimidazolinone). As a reaction SMILES: C(Cl)(Cl)=O.Cl.Cl.Cl.NC1C(N)=CC(C)=CC=1OCC(O)CNC(C)(C)C.Cl.[OH:28][CH:29]([CH2:43][NH:44][C:45]([CH3:48])([CH3:47])[CH3:46])[CH2:30][O:31][C:32]1[C:40]2[NH:39][C:38](=[O:41])[NH:37][C:36]=2[CH:35]=[C:34]([CH3:42])[CH:33]=1>O>[OH:28][CH:29]([CH2:43][NH:44][C:45]([CH3:48])([CH3:47])[CH3:46])[CH2:30][O:31][C:32]1[C:40]2[NH:39][C:38](=[O:41])[NH:37][C:36]=2[CH:35]=[C:34]([CH3:42])[CH:33]=1 |f:1.2.3.4,5.6|. Procedure: A moderate stream of phosgene is passed into a solution of 5.8 g. 2,3-diamino-1-(2-hydroxy-3-tert.-butylaminopropoxy)-5-methylbenzene trihydrochloride in 150 ml. water for about 30 minutes. After flushing with nitrogen, the reaction mixture is evaporated to dryness and the residue crystallised from ethanol to give 3.04 g. (61% of theory) 4-(2-hydroxy-3-tert.-butylaminopropoxy)-6-methyl-2-benzimidazolinone hydrochloride; m.p. 280°-281° C. Reactants: O=C(Cl)c1cccc(F)c1, FC(F)(F)c1cccc(C(F)(F)F)c1, [H][H], O, [Pd]. Product: O=Cc1cccc(F)c1. Reaction SMILES: [F:15][c:16]1[cH:17][c:18]([C:19](=[O:20])[Cl:21])[cH:22][cH:23][cH:24]1.[F:1][C:2]([F:3])([F:4])[c:5]1[cH:6][cH:7][cH:8][c:9]([C:10]([F:11])([F:12])[F:13])[cH:14]1.[H:25][H:26].[OH2:28].[Pd:27]>>[F:15][c:16]1[cH:17][c:18]([CH:19]=[O:20])[cH:22][cH:23][cH:24]1.